Dataset: the Open Reaction Database (ORD), a public repository of structured organic reaction records. Task: describe an organic reaction: reactants, conditions, products, and yield Reactants: COc1cccc(C(C#N)(CCCCl)c2ccc(Br)cn2)c1, CC(C)C[AlH]CC(C)C, ClCCl. Yields the product COc1cccc(C2(c3ccc(Br)cn3)CCCNC2)c1. RXN SMILES: [Br:1][c:2]1[cH:3][cH:4][c:5]([C:8]([C:9]#[N:10])([CH2:11][CH2:12][CH2:13][Cl:14])[c:15]2[cH:16][c:17]([O:21][CH3:22])[cH:18][cH:19][cH:20]2)[n:6][cH:7]1.[CH3:23][CH:24]([CH2:25][AlH:26][CH2:27][CH:28]([CH3:29])[CH3:30])[CH3:31].[Cl:32][CH2:33][Cl:34]>>[Br:1][c:2]1[cH:3][cH:4][c:5]([C:8]2([c:15]3[cH:16][c:17]([O:21][CH3:22])[cH:18][cH:19][cH:20]3)[CH2:9][NH:10][CH2:13][CH2:12][CH2:11]2)[n:6][cH:7]1.